This data is from the Open Reaction Database (ORD), a public repository of structured organic reaction records. The task is: describe an organic reaction: reactants, conditions, products, and yield Starting materials: ClCCl (Dichloromethane), FC=1C=C(C(=C(C1)C(C)N)OC)C (1-(5-Fluoro-2-methoxy-3-methylphenyl)ethanamine), FC1=C(C=CC(=C1)F)S(=O)(=O)C (2,4-difluoro-1-methanesulfonyl-benzene), C(C)(C)N(CC)C(C)C (diisopropylethylamine). The solvent is CN(C=O)C (N,N-dimethylformamide). Yields the product FC=1C=CC(=C(C1)NC(C)C1=C(C(=CC(=C1)F)C)OC)S(=O)(=O)C (5-fluoro-N-(1-(5-fluoro-2-methoxy-3-methylphenyl)ethyl)-2-(methylsulfonyl)benzenamine). Isolated yield 15.0%. RXN SMILES: [F:1][C:2]1[CH:3]=[C:4]([CH3:13])[C:5]([O:11][CH3:12])=[C:6]([CH:8]([NH2:10])[CH3:9])[CH:7]=1.F[C:15]1[CH:20]=[C:19]([F:21])[CH:18]=[CH:17][C:16]=1[S:22]([CH3:25])(=[O:24])=[O:23].C(N(C(C)C)CC)(C)C.ClCCl>CN(C)C=O>[F:21][C:19]1[CH:20]=[CH:15][C:16]([S:22]([CH3:25])(=[O:24])=[O:23])=[C:17]([NH:10][CH:8]([C:6]2[CH:7]=[C:2]([F:1])[CH:3]=[C:4]([CH3:13])[C:5]=2[O:11][CH3:12])[CH3:9])[CH:18]=1. Procedure: A solution of 1-(5-Fluoro-2-methoxy-3-methylphenyl)ethanamine (0.34 g, 1.87 mmol), 2,4-difluoro-1-methanesulfonyl-benzene (0.3 g, 1.56 mmol) and diisopropylethylamine (1.4 mL, 7.81 mmol) in N,N-dimethylformamide (10 mL) was stirred at 110° C. for 18 h. Dichloromethane was added (20 mL) and washed with water (2×20 mL), brine (20 mL), dried, and concentrated under reduced pressure to the crude compound which was purified by silica gel column (20% ethyl acetate in hexanes) to afford 5-fluoro-N-(1-(...